Dataset: the Open Reaction Database (ORD), a public repository of structured organic reaction records. Task: describe an organic reaction: reactants, conditions, products, and yield Starting materials: [BH3-]C#N, CC(=O)O, CO, COC(=O)c1cc(Br)cc(N)c1C, [Na+], O=C1CCCCC1. Product: COC(=O)c1cc(Br)cc(NC2CCCCC2)c1C. Reaction SMILES: [C:25]([BH3-:26])#[N:27].[CH3:21][C:22](=[O:23])[OH:24].[CH3:29][OH:30].[NH2:1][c:2]1[c:3]([CH3:13])[c:4]([C:5](=[O:6])[O:7][CH3:8])[cH:9][c:10]([Br:12])[cH:11]1.[Na+:28].[O:14]=[C:15]1[CH2:16][CH2:17][CH2:18][CH2:19][CH2:20]1>>[NH:1]([c:2]1[c:3]([CH3:13])[c:4]([C:5](=[O:6])[O:7][CH3:8])[cH:9][c:10]([Br:12])[cH:11]1)[CH:15]1[CH2:16][CH2:17][CH2:18][CH2:19][CH2:20]1. Starting materials: BrC=C(C)C1CCCCC1 ((1-bromoprop-1-en-2-yl)cyclohexane), CN1CC2=C(NC=3C=CC(=CC23)C)CC1 (2,3,4,5-tetrahydro-2,8-dimethyl-1H-pyrido[4,3-b]indole), P(=O)([O-])([O-])[O-].[K+].[K+].[K+] (potassium phosphate), N1[C@H](C(=O)O)CCC1 (L-proline). The reagents and catalysts are [Cu]I (copper(I) iodide). The solvent is CN(C)C=O (DMF), CN(C)C=O (DMF). Conditions: temperature 85 celsius. Yields the product C1(CCCCC1)/C(=C/N1C2=C(C=3C=C(C=CC13)C)CN(CC2)C)/C ((E)-5-(2-cyclohexylprop-1-enyl)-2,8-dimethyl-2,3,4,5-tetrahydro-1H-pyrido[4,3-b]indole). RXN SMILES: [CH3:1][N:2]1[CH2:15][CH2:14][C:5]2[NH:6][C:7]3[CH:8]=[CH:9][C:10]([CH3:13])=[CH:11][C:12]=3[C:4]=2[CH2:3]1.P([O-])([O-])([O-])=O.[K+].[K+].[K+].N1CCC[C@H]1C(O)=O.Br[CH:33]=[C:34]([CH:36]1[CH2:41][CH2:40][CH2:39][CH2:38][CH2:37]1)[CH3:35]>CN(C=O)C.[Cu]I>[CH:36]1(/[C:34](/[CH3:35])=[CH:33]/[N:6]2[C:7]3[CH:8]=[CH:9][C:10]([CH3:13])=[CH:11][C:12]=3[C:4]3[CH2:3][N:2]([CH3:1])[CH2:15][CH2:14][C:5]2=3)[CH2:41][CH2:40][CH2:39][CH2:38][CH2:37]1 |f:1.2.3.4|. Reported procedure: 2,3,4,5-tetrahydro-2,8-dimethyl-1H-pyrido[4,3-b]indole (100 mg, 0.5 mmol) was dissolved in DMF (3 mL) and potassium phosphate (212.4 mg, 1 mmol), copper(I) iodide (9.5 mg, 0.05 mmol) and L-proline (11.51 mg, 0.1 mmol) was added in to it. (1-bromoprop-1-en-2-yl)cyclohexane (121.8 mg, 0.6 mmol) was dissolved in DMF (2 mL) and added dropwise. Nitrogen was purged for 2 min. and the reaction mixture was heated at 85° C. overnight (prolonged heating was required in some cases). DMF was evaporated and ... Reactants: C1(=CC=CC=C1)C(C1=CC=CC=C1)OC(=O)C12C(=CC3C2(CC2C(CCC2C1(C3)C=O)C)COC31OC2C(O3)OC(C2OCC=C(C)C)C1O)C(C)C (8a-[[[6-(3-methyl-2-butenyloxy)tetrahydro-7-hydroxy-2,5-methanofuro[2,3-d]-1,3-dioxol-2-yl]oxy]methyl]-4-formyl-4,4a,5,6,7,7a,8,8a-octahydro-7-methyl-3-(1-methylethyl)-1,4-methano-s-indacene-3a(1H)-carboxylic acid diphenylmethyl ester). Reagents/catalysts: [C].[Pd] (palladium-carbon). Run in C(C)(=O)OCC (ethyl acetate). Reaction conditions: time 50 minute. Yields the product C(CC(C)C)OC1C2OC3OC(OC31)(C2O)OCC23CC1C(CCC1C1(C3(C(=CC2C1)C(C)C)C(=O)O)C=O)C (8a-[[[6-(isopentyloxy)tetrahydro-7-hydroxy-2,5-methanofuro[2,3-d]-1,3-dioxol-2-yl]oxy]methyl]-4-formyl-4,4a,5,6,7,7a,8,8a-octahydro-7-methyl-3-(1-methylethyl)-1,4-methano-s-indacene-3a(1H)-carboxylic acid). Isolated yield 71.1%. As a reaction SMILES: C1(C([O:14][C:15]([C:17]23[C:28]4([CH:30]=[O:31])[CH2:29][CH:20]([C:21]2([CH2:33][O:34][C:35]25[CH:49]([OH:50])[CH:41]6[CH:42]([O:43][CH2:44][CH:45]=[C:46]([CH3:48])[CH3:47])[CH:37]([CH:38]([O:40]6)[O:39]2)[O:36]5)[CH2:22][CH:23]2[CH:27]4[CH2:26][CH2:25][CH:24]2[CH3:32])[CH:19]=[C:18]3[CH:51]([CH3:53])[CH3:52])=[O:16])C2C=CC=CC=2)C=CC=CC=1>C(OCC)(=O)C.[C].[Pd]>[CH2:44]([O:43][CH:42]1[CH:37]2[CH:38]3[O:39][C:35]([O:34][CH2:33][C:21]45[CH:20]6[CH2:29][C:28]([CH:30]=[O:31])([C:17]4([C:15]([OH:16])=[O:14])[C:18]([CH:51]([CH3:52])[CH3:53])=[CH:19]6)[CH:27]4[CH:23]([CH:24]([CH3:32])[CH2:25][CH2:26]4)[CH2:22]5)([CH:49]([OH:50])[CH:41]1[O:40]3)[O:36]2)[CH2:45][CH:46]([CH3:48])[CH3:47] |f:2.3|. Reported procedure: 30 mg of compound (43) was dissolved in 4.3 ml of ethyl acetate and allowed to react in the presence of a catalytic amount of 10% palladium-carbon under stirring under a hydrogen atmosphere at room temperature for 50 minutes. The reaction solution was filtered, and the filtrate was concentrated in vacuo. The reaction product was charged onto a silica gel column (Kieselgel 60, Merck, 1.0φ×21 cm) and eluted with n-hexane-ethyl acetate (3:1) to give 16.5 mg of compound (44) as a colorless oily subs... The reactants are Fc1ccc(C2=NOC(COc3ccon3)C2)cc1F, c1cn[nH]c1. Yields the product Fc1cc(C2=NOC(COc3ccon3)C2)ccc1-n1cccn1. Reaction SMILES: [F:1][c:2]1[cH:3][c:4]([C:9]2=[N:10][O:11][CH:12]([CH2:14][O:15][c:16]3[n:17][o:18][cH:19][cH:20]3)[CH2:13]2)[cH:5][cH:6][c:7]1[F:8].[nH:21]1[n:22][cH:23][cH:24][cH:25]1>>[F:1][c:2]1[cH:3][c:4]([C:9]2=[N:10][O:11][CH:12]([CH2:14][O:15][c:16]3[n:17][o:18][cH:19][cH:20]3)[CH2:13]2)[cH:5][cH:6][c:7]1-[n:21]1[n:22][cH:23][cH:24][cH:25]1. Starting materials: O (water), BrBr (bromine), BrBr (bromine), C=1(C(=CC=CC1)C(=O)OC)C (2-methyl toluate), BrBr (bromine), product. Solvent: C(Cl)(Cl)(Cl)Cl (carbon tetrachloride), C(Cl)(Cl)(Cl)Cl (carbon tetrachloride). Yields the product COC(C1=C(C=CC=C1)CBr)=O (Methyl-2-bromomethylbenzoate). Reaction SMILES: O.[C:2]1([CH3:12])[C:3]([C:8]([O:10][CH3:11])=[O:9])=[CH:4][CH:5]=[CH:6][CH:7]=1.[Br:13]Br>C(Cl)(Cl)(Cl)Cl>[CH3:11][O:10][C:8](=[O:9])[C:3]1[CH:4]=[CH:5][CH:6]=[CH:7][C:2]=1[CH2:12][Br:13]. Procedure details: A water jacketted, immersion photolysis vessel equipped with a N2 inlet, dropping funnel and a reflux condenser was charged with 1 L of carbon tetrachloride and 127 g. (0.847 mol) of 2-methyl toluate (Pfaltz and Bauer M29200). A solution of 400 ml carbon tetrachloride and 43.5 ml (0.849 mol) of bromine was added to the dropping funnel. After the solution had been heated to reflux the bromine solution was slowly added while the solution was irradiated with a 600 watt incandescent lamp. After the ...